The task is: describe an organic reaction: reactants, conditions, products, and yield. This data is from the Open Reaction Database (ORD), a public repository of structured organic reaction records. Reactants: C(=O)C=1N=CNC1 (4-formyl imidazole), C(C)(=O)O[BH-](OC(C)=O)OC(C)=O.[Na+] (sodium triacetoxyborohydride), C(C)(=O)O[BH-](OC(C)=O)OC(C)=O.[Na+] (sodium triacetoxyborohydride), Cl.Cl.Cl.N1C=NC(=C1)CN1CC(N(CC2=C1C=CC(=C2)C=2C=NC=CC2)C(C(F)(F)F)=O)CC2=CC=CC=C2 (2,3,4,5-Tetrahydro-1-(1H-imidazol-4-ylmethyl)-3-(phenylmethyl)-7-(3-pyridinyl)-4-(trifluoroacetyl)-1H-1,4-benzodiazepine, trihydrochloride), C(=O)C=1N=CNC1 (4-formyl imidazole), ClC(C)Cl (dichloroethane). The solvent is C(C)(=O)OCC (ethyl acetate), [OH-].[NH4+] (ammonium hydroxide), C(C)(=O)O (acetic acid). Run at temperature 60 celsius, time 18 hour. Product: Cl.C(C)(=O)N1[C@@H](CN(C2=C(C1)C=C(C=C2)C2=CC=CC=C2)CC=2N=CNC2)CC2=CC=CC=C2 ((R)-4-Acetyl-2,3,4,5-tetrahydro-1-(1H-imidazol-4-ylmethyl)-7-phenyl-3-(phenylmethyl)-1H-1,4-benzodiazepine, monohydrochloride). The yield is 48.0%. RXN SMILES: Cl.Cl.Cl.[NH:4]1[CH:8]=[C:7]([CH2:9][N:10]2[C:16]3[CH:17]=[CH:18][C:19]([C:21]4[CH:22]=N[CH:24]=[CH:25][CH:26]=4)=[CH:20][C:15]=3[CH2:14][N:13]([C:27](=[O:32])[C:28](F)(F)F)[CH:12]([CH2:33][C:34]3[CH:39]=[CH:38][CH:37]=[CH:36][CH:35]=3)[CH2:11]2)[N:6]=[CH:5]1.[CH:40](C1N=CNC=1)=O.[Cl:47]C(Cl)C.C(O[BH-](OC(=O)C)OC(=O)C)(=O)C.[Na+]>C(OCC)(=O)C.[OH-].[NH4+].C(O)(=O)C>[ClH:47].[C:27]([N:13]1[CH2:14][C:15]2[CH:20]=[C:19]([C:21]3[CH:22]=[CH:40][CH:24]=[CH:25][CH:26]=3)[CH:18]=[CH:17][C:16]=2[N:10]([CH2:9][C:7]2[N:6]=[CH:5][NH:4][CH:8]=2)[CH2:11][C@H:12]1[CH2:33][C:34]1[CH:35]=[CH:36][CH:37]=[CH:38][CH:39]=1)(=[O:32])[CH3:28] |f:0.1.2.3,6.7,9.10,12.13|. Reported procedure: A solution of Compound B (140 mg, 0.35 mmol), 4-formyl imidazole (68 mg, 0.7 mmol), dichloroethane (2 mL) and acetic acid (2 mL) was stirred at room temperature for 30 min and sodium triacetoxyborohydride (150 mg, 0.7 mmol) was added. The solution was heated to 60° C., stirred for 18 hour, and additional portions of 4-formyl imidazole and sodium triacetoxyborohydride were added (0.2 mmol each, 4 portions over 8 hours); the mixture was diluted with ethyl acetate (20 mL) and ammonium hydroxide (5 ... Reactants: BrCc1ccccc1, Cc1noc(C)c1Cn1cc(N2CCCNC2=O)cn1, [H-], [Na+], CN(C)C=O. Yields the product Cc1noc(C)c1Cn1cc(N2CCCN(Cc3ccccc3)C2=O)cn1. Reaction SMILES: [Br:23][CH2:24][c:25]1[cH:26][cH:27][cH:28][cH:29][cH:30]1.[CH3:1][c:2]1[n:3][o:4][c:5]([CH3:20])[c:6]1[CH2:7][n:8]1[n:9][cH:10][c:11]([N:13]2[C:14](=[O:19])[NH:15][CH2:16][CH2:17][CH2:18]2)[cH:12]1.[H-:21].[Na+:22].[O:31]=[CH:32][N:33]([CH3:34])[CH3:35]>>[CH3:1][c:2]1[n:3][o:4][c:5]([CH3:20])[c:6]1[CH2:7][n:8]1[n:9][cH:10][c:11]([N:13]2[C:14](=[O:19])[N:15]([CH2:24][c:25]3[cH:26][cH:27][cH:28][cH:29][cH:30]3)[CH2:16][CH2:17][CH2:18]2)[cH:12]1. The reactants are CC(=O)OC1(C)C(COC(=O)c2ccccc2)OC(n2cnc3c(Cl)ncnc32)C1(C)F, NCc1ccco1, CCO, O. The product is CC(=O)OC1(C)C(COC(=O)c2ccccc2)OC(n2cnc3c(NCc4ccco4)ncnc32)C1(C)F. RXN SMILES: [C:1]([c:2]1[cH:3][cH:4][cH:5][cH:6][cH:7]1)(=[O:8])[O:9][CH2:10][CH:11]1[O:12][CH:13]([n:23]2[c:24]3[n:25][cH:26][n:27][c:28]([Cl:32])[c:29]3[n:30][cH:31]2)[C:14]([CH3:21])([F:22])[C:15]1([CH3:16])[O:17][C:18]([CH3:19])=[O:20].[CH2:33]([c:34]1[cH:35][cH:36][cH:37][o:38]1)[NH2:39].[CH3:41][CH2:42][OH:43].[OH2:40]>>[C:1]([c:2]1[cH:3][cH:4][cH:5][cH:6][cH:7]1)(=[O:8])[O:9][CH2:10][CH:11]1[O:12][CH:13]([n:23]2[c:24]3[n:25][cH:26][n:27][c:28]([NH:39][CH2:33][c:34]4[cH:35][cH:36][cH:37][o:38]4)[c:29]3[n:30][cH:31]2)[C:14]([CH3:21])([F:22])[C:15]1([CH3:16])[O:17][C:18]([CH3:19])=[O:20]. Starting materials: ClCCl, CN(C)c1cc(C(=O)O)cc(S(F)(F)(F)(F)F)c1, CNOC, CCOC(C)=O, CCN(C(C)C)C(C)C, Cl, O=S(Cl)Cl. The product is CON(C)C(=O)c1cc(N(C)C)cc(S(F)(F)(F)(F)F)c1. As a reaction SMILES: [CH2:37]([Cl:38])[Cl:39].[CH3:1][N:2]([c:3]1[cH:4][c:5]([C:6](=[O:7])[OH:8])[cH:9][c:10]([S:12]([F:13])([F:14])([F:15])([F:16])[F:17])[cH:11]1)[CH3:18].[CH3:24][NH:25][O:26][CH3:27].[CH3:40][CH2:41][O:42][C:43](=[O:44])[CH3:45].[CH:28]([N:29]([CH2:30][CH3:31])[CH:32]([CH3:33])[CH3:34])([CH3:35])[CH3:36].[ClH:23].[S:19]([Cl:20])([Cl:21])=[O:22]>>[CH3:1][N:2]([c:3]1[cH:4][c:5]([C:6](=[O:7])[N:25]([CH3:24])[O:26][CH3:27])[cH:9][c:10]([S:12]([F:13])([F:14])([F:15])([F:16])[F:17])[cH:11]1)[CH3:18]. The reactants are fumarate salt, N1CCNCC1 (Piperazine), C(CC)OC1=CC=C2CCC(C2=C1)=O (6-(1-propoxy)indan-1-one), [BH4-].[Na+] (sodium borohydride). Reagents/catalysts: CC([O-])C.[Ti+4].CC([O-])C.CC([O-])C.CC([O-])C (titanium(IV) isopropoxide). Product: C(CC)OC1=CC=C2CCC(C2=C1)N1CCNCC1 (1-[6-(1-Propyloxy)indan-1-yl]piperazine). As a reaction SMILES: [NH:1]1[CH2:6][CH2:5][NH:4][CH2:3][CH2:2]1.[CH2:7]([O:10][C:11]1[CH:19]=[C:18]2[C:14]([CH2:15][CH2:16][C:17]2=O)=[CH:13][CH:12]=1)[CH2:8][CH3:9].[BH4-].[Na+]>CC(C)[O-].[Ti+4].CC(C)[O-].CC(C)[O-].CC(C)[O-]>[CH2:7]([O:10][C:11]1[CH:19]=[C:18]2[C:14]([CH2:15][CH2:16][CH:17]2[N:1]2[CH2:6][CH2:5][NH:4][CH2:3][CH2:2]2)=[CH:13][CH:12]=1)[CH2:8][CH3:9] |f:2.3,4.5.6.7.8|. Reported procedure: Piperazine (20.6 g, 0.24 mol), 6-(1-propoxy)indan-1-one (4.6 g, 24 mmol), titanium(IV) isopropoxide (16 ml, 48 mmol) and sodium borohydride (2.8 g, 74 mmol) were reacted by Method A to give the product which was converted to the fumarate salt (beige solid, 5.0 g, 55.4%, mp: 157°-159° C.). Calcd for C16H24N2O.C4H4O4.0.3H2O: C, 62.91%; H, 7.55%; N, 7.34%. Found: C, 62.70%; H, 7.45%; N, 7.07%. The reactants are C(=C\CCC)/[C@@H]1CC[C@H](CC1)C1=CC=C(C=C1)C(CC)=O (p-[trans-4-(trans-1-pentenyl)cyclohexyl]propiophenone), [BH4-].[Na+] (sodium borohydride), C(CC)(=O)C1=CC=CC=C1 (propiophenone), C(=C)C(CC)[C@@H]1CC[C@H](CC1)C1=CC=C(C#N)C=C1 (p-[trans-4-(1-vinylpropyl)cyclohexyl]benzonitrile), crude product. Run in CO (methanol). Product: C(=C\CCC)/[C@@H]1CC[C@H](CC1)C1=CC=C(C#N)C=C1 (p-[trans-4-(trans-1-pentenyl)cyclohexyl]benzonitrile). As a reaction SMILES: [CH:1](/[C@H:6]1[CH2:11][CH2:10][C@H:9]([C:12]2[CH:17]=[CH:16][C:15]([C:18](=O)CC)=[CH:14][CH:13]=2)[CH2:8][CH2:7]1)=[CH:2]\[CH2:3][CH2:4][CH3:5].C(C([C@H]1CC[C@H](C2C=CC(C#[N:38])=CC=2)CC1)CC)=C.[BH4-].[Na+].C(C1C=CC=CC=1)(=O)CC>CO>[CH:1](/[C@H:6]1[CH2:11][CH2:10][C@H:9]([C:12]2[CH:17]=[CH:16][C:15]([C:18]#[N:38])=[CH:14][CH:13]=2)[CH2:8][CH2:7]1)=[CH:2]\[CH2:3][CH2:4][CH3:5] |f:2.3|. Procedure: A solution of 7.1 mmol of ethylmagnesium bromide (prepared from 172 mg of magnesium and 530 μl of ethyl bromide) in 20 ml of absolute tetrahydrofuran was placed at -78° C. while gassing with argon in a sulphonation flask provided with a thermometer, dropping funnel and serum cap and treated in sequence with 3.6 ml of a 0.48M solution of dilithium tetrachlorocuprate in absolute tetrahydrofuran and with a solution of 500 mg of p-[trans-4-(3-acetoxy-trans-1-propenyl)cyclohexyl]benzonitrile in 10 ml... Reaction SMILES: [O:1]=[C:2]1[S:6][C:5]2[CH:7]=[CH:8][CH:9]=[CH:10][C:4]=2[CH2:3]1.[H-].[Na+].[F:13][C:14]1[CH:15]=[C:16]([N:20]=[C:21]=[O:22])[CH:17]=[CH:18][CH:19]=1.Cl>O1CCCC1>[F:13][C:14]1[CH:15]=[C:16]([NH:20][C:21]([CH:3]2[C:2](=[O:1])[S:6][C:5]3[CH:7]=[CH:8][CH:9]=[CH:10][C:4]2=3)=[O:22])[CH:17]=[CH:18][CH:19]=1 |f:1.2|. Procedure details: A solution of 6 g of 2,3-dihydro-2-oxo-benzo[b]thiophene in 40 ml of tetrahydrofurane is added dropwise, at 10° to 20°, to a stirred suspension of 1.93 g of a 50% strength sodium hydride/mineral oil suspension in 50 ml of tetrahydrofurane. The mixture is stirred for a further 30 minutes at room temperature and 5.5 g of 3-fluoro-phenyl isocyanate are then added slowly dropwise, an exothermic reaction taking place. The reaction mixture is then stirred for a further one hour at room temperature and... The product is FC=1C=C(C=CC1)NC(=O)C1C2=C(SC1=O)C=CC=C2 (N-(3-Fluorophenyl)-2-oxo-2,3-dihydro-3-benzo[b]thiophenecarboxamide). Starting materials: O=C1CC2=C(S1)C=CC=C2 (2,3-dihydro-2-oxo-benzo[b]thiophene), [H-].[Na+] (sodium hydride), ice water, Cl (hydrochloric acid), FC=1C=C(C=CC1)N=C=O (3-fluoro-phenyl isocyanate). Run in O1CCCC1 (tetrahydrofurane), O1CCCC1 (tetrahydrofurane). Conditions: time 30 minute.